Dataset: the Open Reaction Database (ORD), a public repository of structured organic reaction records. Task: describe an organic reaction: reactants, conditions, products, and yield The reactants are CC(=O)O[BH-](OC(C)=O)OC(C)=O, C=O, CC(=O)O, O=C1OC(C(Cl)(Cl)Cl)N2CCCC12CNCc1cccc(F)c1, [Na+]. Yields the product CN(Cc1cccc(F)c1)CC12CCCN1C(C(Cl)(Cl)Cl)OC2=O. Reaction SMILES: [C:1]([O:2][BH-:3]([O:4][C:5](=[O:6])[CH3:7])[O:8][C:9](=[O:10])[CH3:11])(=[O:12])[CH3:13].[CH2:38]=[O:39].[CH3:40][C:41](=[O:42])[OH:43].[F:15][c:16]1[cH:17][c:18]([CH2:19][NH:20][CH2:21][C:22]23[N:23]([CH:24]([C:28]([Cl:29])([Cl:30])[Cl:31])[O:25][C:26]2=[O:27])[CH2:32][CH2:33][CH2:34]3)[cH:35][cH:36][cH:37]1.[Na+:14]>>[CH3:1][N:20]([CH2:19][c:18]1[cH:17][c:16]([F:15])[cH:37][cH:36][cH:35]1)[CH2:21][C:22]12[N:23]([CH:24]([C:28]([Cl:29])([Cl:30])[Cl:31])[O:25][C:26]1=[O:27])[CH2:32][CH2:33][CH2:34]2.